This data is from the Open Reaction Database (ORD), a public repository of structured organic reaction records. The task is: describe an organic reaction: reactants, conditions, products, and yield Reactants: COC1=CC=C(C=C1)CCOC(=O)N1C[C@H]2N(CC1)CCCC2 ((S)-octahydropyrido[1,2-a]pyrazine-2-carboxylic acid 2-(4-methoxyphenyl)ethyl ester), FC(C=1C=C(C=CC1)CCO)(F)F (2-(3-(trifluoromethyl)-phenyl)ethanol). The product is FC(C=1C=C(C=CC1)CCOC(=O)N1C[C@@H]2N(CC1)CCCC2)(F)F ((R)-Octahydropyrido[1,2-a]pyrazine-2-carboxylic acid 2-(3-(trifluoromethyl)phenyl)ethyl ester). Reaction SMILES: CO[C:3]1[CH:8]=[CH:7][C:6]([CH2:9][CH2:10][O:11][C:12]([N:14]2[CH2:19][CH2:18][N:17]3[CH2:20][CH2:21][CH2:22][CH2:23][C@H:16]3[CH2:15]2)=[O:13])=[CH:5][CH:4]=1.[F:24][C:25]([F:36])([F:35])C1C=C(CCO)C=CC=1>>[F:24][C:25]([F:36])([F:35])[C:4]1[CH:5]=[C:6]([CH2:9][CH2:10][O:11][C:12]([N:14]2[CH2:19][CH2:18][N:17]3[CH2:20][CH2:21][CH2:22][CH2:23][C@@H:16]3[CH2:15]2)=[O:13])[CH:7]=[CH:8][CH:3]=1. Procedure details: 48 mg of the title compound was prepared as described for (S)-octahydropyrido[1,2-a]pyrazine-2-carboxylic acid 2-(4-methoxyphenyl)ethyl ester, using 2-(3-(trifluoromethyl)-phenyl)ethanol instead of 2-(4-methoxyphenyl)ethanol. The reactants are CCO, ClC(Cl)(Cl)c1nc2ccccc2[nH]1, N. Product: N#Cc1nc2ccccc2[nH]1. Reaction SMILES: [CH3:15][CH2:16][OH:17].[Cl:1][C:2]([c:3]1[nH:4][c:5]2[c:6]([n:7]1)[cH:8][cH:9][cH:10][cH:11]2)([Cl:12])[Cl:13].[NH3:14]>>[C:2]([c:3]1[nH:4][c:5]2[c:6]([n:7]1)[cH:8][cH:9][cH:10][cH:11]2)#[N:14]. Reactants: di palladium(0), BrC1=NN(C2=NC(=NC=C21)N)C (3-Bromo-1-methyl-1H-pyrazolo[3,4-d]pyrimidin-6-ylamine), C1(CCCCC1)P(C1CCCCC1)C1CCCCC1 (tricyclohexyl phosphine), BrC1=NN(C2=NC(=NC=C21)N)C (3-Bromo-1-methyl-1H-pyrazolo[3,4-d]pyrimidin-6-ylamine), FC=1C=C(C=C(C1)F)B(O)O (3,5-difluoro phenylboronic acid), P(=O)([O-])([O-])[O-].[K+].[K+].[K+] (potassium phosphate). Run in O1CCOCC1 (1,4-dioxane), O1CCOCC1 (1,4-dioxane), O1CCOCC1 (1,4-dioxane). Product: FC=1C=C(C=C(C1)F)C1=NN(C2=NC(=NC=C21)N)C (3-(3,5-Difluoro-phenyl)-1-methyl-1H-pyrazolo[3,4-d]pyrimidin-6-ylamine). Reaction SMILES: Br[C:2]1[C:10]2[C:5](=[N:6][C:7]([NH2:11])=[N:8][CH:9]=2)[N:4]([CH3:12])[N:3]=1.[F:13][C:14]1[CH:15]=[C:16](B(O)O)[CH:17]=[C:18]([F:20])[CH:19]=1.C1(P(C2CCCCC2)C2CCCCC2)CCCCC1.P([O-])([O-])([O-])=O.[K+].[K+].[K+]>O1CCOCC1>[F:13][C:14]1[CH:15]=[C:16]([C:2]2[C:10]3[C:5](=[N:6][C:7]([NH2:11])=[N:8][CH:9]=3)[N:4]([CH3:12])[N:3]=2)[CH:17]=[C:18]([F:20])[CH:19]=1 |f:3.4.5.6|. Reported procedure: 3-Bromo-1-methyl-1H-pyrazolo[3,4-d]pyrimidin-6-ylamine (Intermediate 3) (0.05 g, 0.22 mmol) is suspended in 1,4-dioxane (1 ml). The reaction mixture is sonicated to give a very fine suspension and placed in a microwave vial containing 3,5-difluoro phenylboronic acid (38 mg, 0.24 mmol). To this is added a solution of tris(dibenzylileneacetone) di palladium(0) (0.002 g, 0.0022 mmol) in 1,4-dioxane (0.5 ml) followed by a solution of tricyclohexyl phosphine (0.0015 g, 0.0053 mmol) in 1,4-dioxane (0.... Reactants: ClC1(C(NC2=CC=C(C=C12)Cl)=O)C1=C(C=CC=C1)OC (3,5-dichloro-3-(2-methoxyphenyl)-1,3-dihydro-2H-indol-2-one), FC(C(=O)O)(F)F.N[C@H](C(=O)N(C)OC)C ((2S)-2-amino-N-methoxy-N-methyl propanamide trifluoroacetate). RXN SMILES: Cl[C:2]1([C:13]2[CH:18]=[CH:17][CH:16]=[CH:15][C:14]=2[O:19][CH3:20])[C:10]2[C:5](=[CH:6][CH:7]=[C:8]([Cl:11])[CH:9]=2)[NH:4][C:3]1=[O:12].FC(F)(F)C(O)=O.[NH2:28][C@@H:29]([CH3:36])[C:30]([N:32]([O:34][CH3:35])[CH3:33])=[O:31]>>[Cl:11][C:8]1[CH:9]=[C:10]2[C:5](=[CH:6][CH:7]=1)[NH:4][C:3](=[O:12])[C:2]2([NH:28][C@@H:29]([CH3:36])[C:30]([N:32]([O:34][CH3:35])[CH3:33])=[O:31])[C:13]1[CH:18]=[CH:17][CH:16]=[CH:15][C:14]=1[O:19][CH3:20] |f:1.2|. Procedure: With 1.21 g of 3,5-dichloro-3-(2-methoxyphenyl)-1,3-dihydro-2H-indol-2-one and the compound obtained in Step 254-2 (4.31 mmol, crude form) as starting materials, respectively 946 mg (Isomer A, colorless amorphous) and 686 mg (Isomer B, colorless amorphous) of two species of diastereoisomers of the title compound were obtained by a similar method to Step 4-2. Product: ClC=1C=C2C(C(NC2=CC1)=O)(C1=C(C=CC=C1)OC)N[C@H](C(=O)N(C)OC)C ((2S)-2-{[5-chloro-3-(2-methoxyphenyl)-2-oxo-2,3-dihydro-1H-indol-3-yl]amino}-N-methoxy-N-methyl propanamide). Starting materials: BrC=1C(=C(NC1C(F)(F)F)C1=CC=C(C=C1)Cl)C#N (4-bromo-2-(p-chlorophenyl)-5-(trifluoromethyl)pyrrole-3-carbonitrile), C(C)O (ethanol), [H-].[Na+] (sodium hydride), BrCCl (bromochloromethane). Run in O1CCCC1 (tetrahydrofuran), O1CCCC1 (tetrahydrofuran). Run at time 3 hour. Yields the product BrC=1C(=C(N(C1C(F)(F)F)COCC)C1=CC=C(C=C1)Cl)C#N (4-bromo-2-(p-chlorophenyl)-1-(ethoxymethyl)-5-(trifluoromethyl)pyrrole-3-carbonitrile). The yield is 91.3%. RXN SMILES: [H-].[Na+].[Br:3][C:4]1[C:5]([C:20]#[N:21])=[C:6]([C:13]2[CH:18]=[CH:17][C:16]([Cl:19])=[CH:15][CH:14]=2)[NH:7][C:8]=1[C:9]([F:12])([F:11])[F:10].Br[CH2:23]Cl.[CH2:25]([OH:27])[CH3:26]>O1CCCC1>[Br:3][C:4]1[C:5]([C:20]#[N:21])=[C:6]([C:13]2[CH:14]=[CH:15][C:16]([Cl:19])=[CH:17][CH:18]=2)[N:7]([CH2:23][O:27][CH2:25][CH3:26])[C:8]=1[C:9]([F:12])([F:11])[F:10] |f:0.1|. Procedure details: A stirred mixture of sodium hydride (26.5 g, 1.105 mol) in tetrahydrofuran, under nitrogen, is treated slowly with a solution of 4-bromo-2-(p-chlorophenyl)-5-(trifluoromethyl)pyrrole-3-carbonitrile (1.00 g, 0.273 mol) in tetrahydrofuran at ≤60° C. When the addition is complete, the reaction mixture is treated with bromochloromethane (93.0 g, 0.718 mol), heated to 63°-65° C., treated dropwise with absolute ethanol (39.5 g, 0.859 mol) over a 5.5 hour period, stirred at 63°-65° C. for another 3 hou... Starting materials: C(C1=CC=CC=C1)OC=1C=C(C=CC1[N+](=O)[O-])CC(C(CC)=O)C (1-(3-benzyloxy-4-nitrophenyl)-2-methylpentan-3-one). The reagents and catalysts are [Pt] (Pt/C). The solvent is CCOC(=O)C (EtOAc). Conditions: time 18 hour. Product: NC1=C(C=C(C=C1)CC(C(CC)=O)C)OCC1=CC=CC=C1 (1-(4-Amino-3-benzyloxyphenyl)-2-methylpentan-3-one). As a reaction SMILES: [CH2:1]([O:8][C:9]1[CH:10]=[C:11]([CH2:18][CH:19]([CH3:24])[C:20](=[O:23])[CH2:21][CH3:22])[CH:12]=[CH:13][C:14]=1[N+:15]([O-])=O)[C:2]1[CH:7]=[CH:6][CH:5]=[CH:4][CH:3]=1>CCOC(C)=O.[Pt]>[NH2:15][C:14]1[CH:13]=[CH:12][C:11]([CH2:18][CH:19]([CH3:24])[C:20](=[O:23])[CH2:21][CH3:22])=[CH:10][C:9]=1[O:8][CH2:1][C:2]1[CH:3]=[CH:4][CH:5]=[CH:6][CH:7]=1. Procedure details: A mixture of 1-(3-benzyloxy-4-nitrophenyl)-2-methylpentan-3-one (450 mg) and Pt/C (22 mg) in EtOAc (15 mL) is hydrogenated at 1 atm for 18 h. The catalyst is filtered and the filtrate evaporated to give the title compound which is used directly in the next step.